This data is from the Open Reaction Database (ORD), a public repository of structured organic reaction records. The task is: describe an organic reaction: reactants, conditions, products, and yield The reactants are [N+](=O)([O-])C1=C(N)C=CC=C1 (o-nitroaniline), N1=C(C=CC=C1)C=O (2-pyridine aldehyde), O (water). Run in C1(=CC=CC=C1)C (toluene). The product is N1=C(C=CC=C1)C=NC1=C(C=CC=C1)[N+](=O)[O-] (N-2-Picolylidene-o-nitroaniline). As a reaction SMILES: [N+:1]([C:4]1[CH:10]=[CH:9][CH:8]=[CH:7][C:5]=1[NH2:6])([O-:3])=[O:2].[N:11]1[CH:16]=[CH:15][CH:14]=[CH:13][C:12]=1[CH:17]=O.O>C1(C)C=CC=CC=1>[N:11]1[CH:16]=[CH:15][CH:14]=[CH:13][C:12]=1[CH:17]=[N:6][C:5]1[CH:7]=[CH:8][CH:9]=[CH:10][C:4]=1[N+:1]([O-:3])=[O:2]. Procedure: 27.6 g of o-nitroaniline and 21.4 g of 2-pyridine aldehyde are heated in 200 ml of toluene for 10 hours, and the water formed is collected by means of a water separator. 500 ml of diethyl ether are then added to the solution, and the crystals which precipitate are filtered off with suction. The product is C(C)OC(C(CCC)CNC1=NC=CC=C1[N+](=O)[O-])=O (2-[(3-Nitro-pyridin-2-ylamino)-methyl]-pentanoic acid ethyl ester). Reported procedure: To a stirred solution of 2-amino-3-nitropyridine (390 mg, 2.80 mmol) in DMF (3 ml) was added ethyl 2-propylacrylate (500 mg, 3.52 mmol) followed by 1,8-diazabicyclo[5.4.0]undec-7-ene (DBU) (30 μl). The mixture was warmed to 80° C. and monitored by TLC (silica gel, 30% EtOAc/hexanes). After 48 hours, only starting material was detected by TLC. The reaction mixture was warmed to 100° C. for 4 days and cooled to room temperature. The reaction was poured into water and EtOAc. The layers were separat... Run at temperature 80 celsius, time 48 hour. RXN SMILES: [NH2:1][C:2]1[C:7]([N+:8]([O-:10])=[O:9])=[CH:6][CH:5]=[CH:4][N:3]=1.[CH2:11]([C:14](=[CH2:20])[C:15]([O:17][CH2:18][CH3:19])=[O:16])[CH2:12][CH3:13].N12CCCN=C1CCCCC2.O>CN(C=O)C.CCOC(C)=O>[CH2:18]([O:17][C:15](=[O:16])[CH:14]([CH2:20][NH:1][C:2]1[C:7]([N+:8]([O-:10])=[O:9])=[CH:6][CH:5]=[CH:4][N:3]=1)[CH2:11][CH2:12][CH3:13])[CH3:19]. Isolated yield 11.4%. Reactants: EtOAc hexanes, O (water), NC1=NC=CC=C1[N+](=O)[O-] (2-amino-3-nitropyridine), C(CC)C(C(=O)OCC)=C (ethyl 2-propylacrylate), N12CCCCCC2=NCCC1 (1,8-diazabicyclo[5.4.0]undec-7-ene). Solvent: CCOC(=O)C (EtOAc), CN(C)C=O (DMF).